Task: describe an organic reaction: reactants, conditions, products, and yield. Dataset: the Open Reaction Database (ORD), a public repository of structured organic reaction records Reactants: CO, Cc1nc2cc(F)c([N+](=O)[O-])cc2o1, C1CCOC1. Yields the product Cc1nc2cc(F)c(N)cc2o1. Reaction SMILES: [CH3:15][OH:16].[F:1][c:2]1[c:3]([N+:12]([O-:13])=[O:14])[cH:4][c:5]2[c:6]([n:7][c:8]([CH3:10])[o:9]2)[cH:11]1.[O:17]1[CH2:18][CH2:19][CH2:20][CH2:21]1>>[F:1][c:2]1[c:3]([NH2:12])[cH:4][c:5]2[c:6]([n:7][c:8]([CH3:10])[o:9]2)[cH:11]1.